From a dataset of the Open Reaction Database (ORD), a public repository of structured organic reaction records. describe an organic reaction: reactants, conditions, products, and yield Reactants: O=C1CCC(=O)N1Br, O=C([O-])[O-], C1CCOC1, CC(C)S(=O)(=O)NC1Cc2ccc(B3OC(C)(C)C(C)(C)O3)cc2C1, ClC(Cl)Cl, CCn1nc(C(F)(F)F)cc1CCl, [Na+], [Na+], O=C(C=Cc1ccccc1)C=Cc1ccccc1, O=C(C=Cc1ccccc1)C=Cc1ccccc1, O=C(C=Cc1ccccc1)C=Cc1ccccc1, [Pd], [Pd], c1ccc(P(c2ccccc2)c2ccccc2)cc1. Yields the product CCn1nc(C(F)(F)F)cc1Cc1ccc2c(c1)CC(NS(=O)(=O)C(C)C)C2. As a reaction SMILES: [Br:20][N:21]1[C:22](=[O:23])[CH2:24][CH2:25][C:26]1=[O:27].[C:71](=[O:72])([O-:73])[O-:74].[CH2:66]1[O:67][CH2:68][CH2:69][CH2:70]1.[CH3:28][C:29]1([CH3:30])[C:31]([CH3:32])([CH3:33])[O:34][B:35]([c:36]2[cH:37][c:38]3[c:42]([cH:43][cH:44]2)[CH2:41][CH:40]([NH:45][S:46](=[O:47])(=[O:48])[CH:49]([CH3:50])[CH3:51])[CH2:39]3)[O:52]1.[CH:133]([Cl:134])([Cl:135])[Cl:136].[Cl:53][CH2:54][c:55]1[cH:56][c:57]([C:62]([F:63])([F:64])[F:65])[n:58][n:59]1[CH2:60][CH3:61].[Na+:75].[Na+:76].[O:115]=[C:116]([CH:117]=[CH:118][c:119]1[cH:120][cH:121][cH:122][cH:123][cH:124]1)[CH:125]=[CH:126][c:127]1[cH:128][cH:129][cH:130][cH:131][cH:132]1.[O:79]=[C:80]([CH:81]=[CH:82][c:83]1[cH:84][cH:85][cH:86][cH:87][cH:88]1)[CH:89]=[CH:90][c:91]1[cH:92][cH:93][cH:94][cH:95][cH:96]1.[O:97]=[C:98]([CH:99]=[CH:100][c:101]1[cH:102][cH:103][cH:104][cH:105][cH:106]1)[CH:107]=[CH:108][c:109]1[cH:110][cH:111][cH:112][cH:113][cH:114]1.[Pd:77].[Pd:78].[c:1]1([P:2]([c:3]2[cH:4][cH:5][cH:6][cH:7][cH:8]2)[c:9]2[cH:10][cH:11][cH:12][cH:13][cH:14]2)[cH:15][cH:16][cH:17][cH:18][cH:19]1>>[c:36]1([CH2:54][c:55]2[cH:56][c:57]([C:62]([F:63])([F:64])[F:65])[n:58][n:59]2[CH2:60][CH3:61])[cH:37][c:38]2[c:42]([cH:43][cH:44]1)[CH2:41][CH:40]([NH:45][S:46](=[O:47])(=[O:48])[CH:49]([CH3:50])[CH3:51])[CH2:39]2. Starting materials: ClC1=NC=CC(=N1)C=1C=C(CN(S(=O)(=O)C)CC2=CC=NC=C2)C=CC1 (N-[3-(2-Chloro-pyrimidin-4-yl)-benzyl]-N-pyridin-4-ylmethyl-methanesulfonamide), NCCC1=CC=C(C=C1)O (tyramine), 490. The product is OC1=CC=C(C=C1)CCNC1=NC=CC(=N1)C=1C=C(CN(S(=O)(=O)C)CC2=CC=NC=C2)C=CC1 (N-(3-{2-[2-(4-Hydroxy-phenyl)-ethylamino]-pyrimidin-4-yl}-benzyl)-N-pyridin-4-ylmethyl-methanesulfonamide). As a reaction SMILES: Cl[C:2]1[N:7]=[C:6]([C:8]2[CH:9]=[C:10]([CH:24]=[CH:25][CH:26]=2)[CH2:11][N:12]([CH2:17][C:18]2[CH:23]=[CH:22][N:21]=[CH:20][CH:19]=2)[S:13]([CH3:16])(=[O:15])=[O:14])[CH:5]=[CH:4][N:3]=1.[NH2:27][CH2:28][CH2:29][C:30]1[CH:35]=[CH:34][C:33]([OH:36])=[CH:32][CH:31]=1>>[OH:36][C:33]1[CH:34]=[CH:35][C:30]([CH2:29][CH2:28][NH:27][C:2]2[N:7]=[C:6]([C:8]3[CH:9]=[C:10]([CH:24]=[CH:25][CH:26]=3)[CH2:11][N:12]([CH2:17][C:18]3[CH:23]=[CH:22][N:21]=[CH:20][CH:19]=3)[S:13]([CH3:16])(=[O:15])=[O:14])[CH:5]=[CH:4][N:3]=2)=[CH:31][CH:32]=1. Procedure: Intermediate 15 was coupled with tyramine following procedure F. LC-MS showed the product had the expected M+H+ of 490. 1H NMR (Varian 300 MHz, CDCl3, shifts relative to the solvent peak at 7.24 ppm) δ 8.4 (d, 2H) 8.2 (d, 1H) 7.9 (m, 2H) 7.4 (m, 2H) 7.2 (d, 2H) 7.0 (d, 2H) 6.9 (d, 1H) 6.7 (d, 2H) 4.4 (s, 2H) 4.3 (s, 2H) 3.6 (m, 2H) 2.9 (m, 5H). Reactants: CCO, CCN(C(C)C)C(C)C, c1cc(OCC2CO2)c2cccnc2c1, C1=CCC2CNC(C1)CN2c1ccc2ccccc2c1. Product: OC(COc1cccc2ncccc12)CN1CC2CC=CCC1CN2c1ccc2ccccc2c1. As a reaction SMILES: [CH3:45][CH2:46][OH:47].[CH:36]([N:37]([CH2:38][CH3:39])[CH:40]([CH3:41])[CH3:42])([CH3:43])[CH3:44].[O:1]1[CH:2]([CH2:4][O:5][c:6]2[c:7]3[cH:8][cH:9][cH:10][n:11][c:12]3[cH:13][cH:14][cH:15]2)[CH2:3]1.[cH:16]1[c:17]([N:26]2[CH:27]3[CH2:28][CH:29]=[CH:30][CH2:31][CH:32]([CH2:33]2)[NH:34][CH2:35]3)[cH:18][cH:19][c:20]2[cH:21][cH:22][cH:23][cH:24][c:25]12>>[OH:1][CH:2]([CH2:3][N:34]1[CH:32]2[CH2:31][CH:30]=[CH:29][CH2:28][CH:27]([N:26]([c:17]3[cH:16][c:25]4[c:20]([cH:19][cH:18]3)[cH:21][cH:22][cH:23][cH:24]4)[CH2:33]2)[CH2:35]1)[CH2:4][O:5][c:6]1[c:7]2[cH:8][cH:9][cH:10][n:11][c:12]2[cH:13][cH:14][cH:15]1. Starting materials: N1C=CC=2NCCCCC21 (1,4,5,6,7,8-hexahydro-pyrrolo[3,2-b]azepine), TEA, N1(CCCCC1)CCC(=O)Cl (1-piperidinepropionic acid chloride). The solvent is C(Cl)Cl (DCM), C(Cl)Cl (DCM). Run at time 8 hour. Product: N1(CCCCC1)CCC(=O)N1C2=C(CCCC1)NC=C2 (3-piperidin-1-yl-1-(5,6,7,8-tetrahydro-1H-pyrrolo[3,2-b]azepin-4-yl)-propan-1-one). As a reaction SMILES: [NH:1]1[C:10]2[CH2:9][CH2:8][CH2:7][CH2:6][NH:5][C:4]=2[CH:3]=[CH:2]1.[N:11]1([CH2:17][CH2:18][C:19](Cl)=[O:20])[CH2:16][CH2:15][CH2:14][CH2:13][CH2:12]1>C(Cl)Cl>[N:11]1([CH2:17][CH2:18][C:19]([N:5]2[CH2:6][CH2:7][CH2:8][CH2:9][C:10]3[NH:1][CH:2]=[CH:3][C:4]2=3)=[O:20])[CH2:16][CH2:15][CH2:14][CH2:13][CH2:12]1. Reported procedure: To a solution of 3-piperidin-1-yl-propionic acid (472 mg, 3 mmol) in DCM (15 mL) at 0° C. was added oxalyl chloride (4.5 mmol) followed by one drop of DMF. After stirring for 2 hours at rt, the solvent was removed to give 3-piperidin-1-yl-propionyl chloride as a white solid. To a solution of 1,4,5,6,7,8-hexahydro-pyrrolo[3,2-b]azepine (347 mg, 2.55 mmol) in DCM (10 mL) was added TEA (1 eq.) and 1-piperidinepropionic acid chloride. The mixture was stirred at rt for overnight. The reaction was dil... The reactants are FC1=CC=C(C(=O)O)C=C1 (4-fluorobenzoic acid), S(=O)(Cl)Cl (thionyl chloride), CN(P(=O)(N(C)C)N(C)C)C (hexamethylphosphoramide), NC1=C(SC=2C=CC=NC21)N (diaminothienopyridine). Solvent: C(C)#N (acetonitrile), ice water, C([O-])(O)=O.[Na+] (sodium bicarbonate). Run at time 30 minute. The product is NC1=C2C(=NC=C1NC(C1=CC=C(C=C1)F)=O)SC(=C2)C (4-amino-2-methyl-5-(4-fluorobenzoylamino)thieno[2,3-b]pyridine). RXN SMILES: [F:1][C:2]1[CH:10]=[CH:9][C:5]([C:6]([OH:8])=O)=[CH:4][CH:3]=1.[S:11](Cl)(Cl)=O.[NH2:15][C:16]1[C:24]2N=C[CH:21]=[CH:20][C:19]=2S[C:17]=1[NH2:25].CN(C)P([N:33]([CH3:35])[CH3:34])(N(C)C)=O>C(#N)C.C(=O)(O)[O-].[Na+]>[NH2:15][C:16]1[C:17]([NH:25][C:6](=[O:8])[C:5]2[CH:4]=[CH:3][C:2]([F:1])=[CH:10][CH:9]=2)=[CH:34][N:33]=[C:35]2[S:11][C:20]([CH3:21])=[CH:19][C:24]=12 |f:5.6|. Procedure details: To a solution of 308 mg of 4-fluorobenzoic acid in 5 ml of anhydrous hexamethylphosphoramide and 0.5 ml of anhydrous acetonitrile is added dropwise 250 mg of thionyl chloride at -5°-0° C. under nitrogen. After stirring at the same temperature for 30 minutes, 358 mg of diaminothienopyridine D1 is added and stirred at O°-5° C. for 3 hours. The mixture is diluted with ice-water and neutralized with saturated aqueous sodium bicarbonate. The resulting crystals are filtered, washed with water and drie... Starting materials: CCOC(=O)C(CC(=O)N1CCOCC1)C(=O)OCC, C1CCOC1, CCOC(C)=O, [H-], [Na+], CC(=O)[O-], CC(=O)[O-], OCC=Cc1ccccc1, [Pd+2], c1ccc(P(c2ccccc2)c2ccccc2)cc1. Product: CCOC(=O)C(CC=Cc1ccccc1)(CC(=O)N1CCOCC1)C(=O)OCC. Reaction SMILES: [CH2:30]([CH3:31])[O:32][C:33]([CH:34]([C:35](=[O:36])[O:37][CH2:38][CH3:39])[CH2:40][C:41](=[O:42])[N:43]1[CH2:44][CH2:45][O:46][CH2:47][CH2:48]1)=[O:49].[CH2:52]1[O:53][CH2:54][CH2:55][CH2:56]1.[CH3:57][CH2:58][O:59][C:60](=[O:61])[CH3:62].[H-:51].[Na+:50].[O-:64][C:65]([CH3:66])=[O:67].[O-:68][C:69]([CH3:70])=[O:71].[OH:20][CH2:21][CH:22]=[CH:23][c:24]1[cH:25][cH:26][cH:27][cH:28][cH:29]1.[Pd+2:63].[c:1]1([P:2]([c:3]2[cH:4][cH:5][cH:6][cH:7][cH:8]2)[c:9]2[cH:10][cH:11][cH:12][cH:13][cH:14]2)[cH:15][cH:16][cH:17][cH:18][cH:19]1>>[CH2:21]([CH:22]=[CH:23][c:24]1[cH:25][cH:26][cH:27][cH:28][cH:29]1)[C:34]([C:33]([O:32][CH2:30][CH3:31])=[O:49])([C:35](=[O:36])[O:37][CH2:38][CH3:39])[CH2:40][C:41](=[O:42])[N:43]1[CH2:44][CH2:45][O:46][CH2:47][CH2:48]1. Starting materials: Cl (hydrochloric acid), COC(=O)C1=C(C2=C(N=CN=C2NC=2C(=NC=CC2)O[C@H]2COCCC2)S1)C (5-methyl-4-{2-[(R)-(tetrahydro-pyran-3-yl)oxy]-pyridin-3-ylamino}-thieno[2,3-d]pyrimidine-6-carboxylic acid methyl ester), CO (methanol), [OH-].[Na+] (sodium hydroxid). Run in O (water), C1CCOC1 (THF). Run at time 48 hour. Product: CC1=C(SC=2N=CN=C(C21)NC=2C(=NC=CC2)O[C@H]2COCCC2)C(=O)O (5-Methyl-4-{2-[(R)-(tetrahydro-pyran-3-yl)oxy]-pyridin-3-ylamino}-thieno[2,3-d]pyrimidine-6-carboxylic acid). As a reaction SMILES: C[O:2][C:3]([C:5]1[S:27][C:8]2[N:9]=[CH:10][N:11]=[C:12]([NH:13][C:14]3[C:15]([O:20][C@@H:21]4[CH2:26][CH2:25][CH2:24][O:23][CH2:22]4)=[N:16][CH:17]=[CH:18][CH:19]=3)[C:7]=2[C:6]=1[CH3:28])=[O:4].CO.[OH-].[Na+].Cl>O.C1COCC1>[CH3:28][C:6]1[C:7]2[C:12]([NH:13][C:14]3[C:15]([O:20][C@@H:21]4[CH2:26][CH2:25][CH2:24][O:23][CH2:22]4)=[N:16][CH:17]=[CH:18][CH:19]=3)=[N:11][CH:10]=[N:9][C:8]=2[S:27][C:5]=1[C:3]([OH:4])=[O:2] |f:2.3|. Reported procedure: A mixture of 1.4 g (3.14 mmol) 5-methyl-4-{2-[(R)-(tetrahydro-pyran-3-yl)oxy]-pyridin-3-ylamino}-thieno[2,3-d]pyrimidine-6-carboxylic acid methyl ester, 20 ml methanol, 7 ml THF and 6.29 ml sodium hydroxid solution (1 M) was stirred at room temperature for 48 hours. Then 6.3 ml hydrochloric acid solution (1M) were added followed by addition of water. The mixture was filtered. The solid was washed with water and diisopropylether and dried in an oven (vacuo).